Dataset: the Open Reaction Database (ORD), a public repository of structured organic reaction records. Task: describe an organic reaction: reactants, conditions, products, and yield Reactants: Cl.S1C2=C(C(=C1)CCCN1C(CN(CC1)C1=NC=CC=C1OC)C)C=CC=C2 (1-[3-(benzo[b]thien-3-yl)propyl]-4-(3-methoxy-2-pyridinyl)-2-methylpiperazine hydrochloride), S(=O)(=O)([O-])C1=CC=C(C)C=C1 (tosylate), COC=1C(=NC=NC1)N1C(CNCC1)C (1-(5-methoxy-4-pyrimidinyl)-2-methylpiperazine). Yields the product Cl.S1C2=C(C(=C1)CCCN1CC(N(CC1)C1=NC=NC=C1OC)C)C=CC=C2 (1-[3-(benzo[b]thien-3-yl)propyl]-4-(5-methoxy-4-pyrimidinyl)-3-methylpiperazine hydrochloride). As a reaction SMILES: [ClH:1].[S:2]1[CH:6]=[C:5]([CH2:7][CH2:8][CH2:9]N2CCN(C3C(OC)=CC=CN=3)CC2C)[C:4]2[CH:25]=[CH:26][CH:27]=[CH:28][C:3]1=2.S(C1C=CC(C)=CC=1)([O-])(=O)=O.[CH3:40][O:41][C:42]1[C:43]([N:48]2[CH2:53][CH2:52][NH:51][CH2:50][CH:49]2[CH3:54])=[N:44][CH:45]=[N:46][CH:47]=1>>[ClH:1].[S:2]1[CH:6]=[C:5]([CH2:7][CH2:8][CH2:9][N:51]2[CH2:52][CH2:53][N:48]([C:43]3[C:42]([O:41][CH3:40])=[CH:47][N:46]=[CH:45][N:44]=3)[CH:49]([CH3:54])[CH2:50]2)[C:4]2[CH:25]=[CH:26][CH:27]=[CH:28][C:3]1=2 |f:0.1,4.5|. Reported procedure: The title compound was prepared (0.44 g, 62%, mp 183°-186° C.) in a manner analogous to the preparation of 1-[3-(benzo[b]thien-3-yl)propyl]-4-(3-methoxy-2-pyridinyl)-2-methylpiperazine hydrochloride (Example 41) by the reaction of 3-benzo[b]thienepropanol tosylate with 1-(5-methoxy-4-pyrimidinyl)-2-methylpiperazine. Reaction SMILES: [Br:1][C:2]1[CH:7]=[CH:6][C:5]([SH:8])=[CH:4][CH:3]=1.[F:9][C:10]1[CH:11]=[C:12](I)[CH:13]=[C:14]([F:16])[CH:15]=1.CC(CCC)C(=O)C(=O)C(C)(C)C.C(=O)([O-])[O-].[Cs+].[Cs+]>C(OCC)(=O)C.Cl[Cu].CN1CCCC1=O>[Br:1][C:2]1[CH:7]=[CH:6][C:5]([S:8][C:12]2[CH:11]=[C:10]([F:9])[CH:15]=[C:14]([F:16])[CH:13]=2)=[CH:4][CH:3]=1 |f:3.4.5|. Yields the product BrC1=CC=C(C=C1)SC1=CC(=CC(=C1)F)F (1-(4-bromo-phenylsulfanyl)-3,5-difluorobenzene). The yield is 78.2%. Solvent: hexanes, CN1C(CCC1)=O (N-Methyl-2-pyrrolidone), C(C)(=O)OCC (ethyl acetate). Reaction conditions: temperature 130 celsius, time 2 hour. Reagents/catalysts: Cl[Cu] (CuCl). Procedure details: N-Methyl-2-pyrrolidone (10 mL) was added to 4-bromothiophenol (0.500 g, 2.64 mmol) in a sealed tube and the mixture was purged with argon for 5 minutes. After this time, 3,5-difluoroiodobenzene (0.63 g, 2.64 mmol), CuCl (0.131 g, 1.32 mmol), tetramethyl heptanedione (0.14 mL, 0.66 mmol) and cesium carbonate (1.70 g, 5.28 mmol) were added to the reaction mixture. The reaction mixture was stirred at 130° C. under argon for 2 hours. The reaction mixture was cooled to room temperature, diluted with ... Starting materials: FC=1C=C(C=C(C1)F)I (3,5-difluoroiodobenzene), CC(C(C(C(C)(C)C)=O)=O)CCC (tetramethyl heptanedione), C([O-])([O-])=O.[Cs+].[Cs+] (cesium carbonate), BrC1=CC=C(C=C1)S (4-bromothiophenol). Reactants: C(C1=CC=CC=C1)C1(CCN(CC1)C(=O)OC(C)(C)C)C(=O)O (4-benzyl-1-(tert-butoxycarbonyl)piperidine-4-carboxylic acid), N1=CC=CC=C1 (pyridine), C(C1=CC=CC=C1)C1(CCN(CC1)C(=O)OC(C)(C)C)C(NC1=CC(=CC=C1)OC(N(C)C)=O)=O (tert-butyl 4-benzyl-4-(3-(dimethylcarbamoyloxy)phenylcarbamoyl)piperidine-1-carboxylate), C(C(=O)Cl)(=O)Cl (oxalyl chloride), CN(C(OC1=CC(=CC=C1)N)=O)C (3-aminophenyl dimethylcarbamate). The reagents and catalysts are CN(C)C=O (DMF). Run in C(Cl)Cl (CH2Cl2). Reaction conditions: time 30 minute. The product is CN(C(OC1=CC(=CC=C1)NC(=O)C1(CCN(CC1)C=1C2=C(N=CN1)NC=C2C)CC2=CC=CC=C2)=O)C (3-(4-benzyl-1-(5-methyl-7H-pyrrolo[2,3-d]pyrimidin-4-yl)piperidine-4-carboxamido)phenyl dimethylcarbamate). Yield: 54.0%. As a reaction SMILES: [CH2:1]([C:8]1([C:21](=[O:35])[NH:22][C:23]2[CH:28]=[CH:27][CH:26]=[C:25]([O:29][C:30](=[O:34])[N:31]([CH3:33])[CH3:32])[CH:24]=2)[CH2:13][CH2:12][N:11]([C:14](OC(C)(C)C)=O)[CH2:10][CH2:9]1)[C:2]1[CH:7]=[CH:6][CH:5]=[CH:4][CH:3]=1.C(C1(C(O)=O)CC[N:46]([C:49](OC(C)(C)C)=O)CC1)C1C=CC=CC=1.[N:59]1[CH:64]=[CH:63][CH:62]=[CH:61][CH:60]=1.C(Cl)(=O)C(Cl)=O.C[N:72](C)C(=O)OC1C=CC=C(N)C=1>CN(C=O)C.C(Cl)Cl>[CH3:33][N:31]([CH3:32])[C:30](=[O:34])[O:29][C:25]1[CH:26]=[CH:27][CH:28]=[C:23]([NH:22][C:21]([C:8]2([CH2:1][C:2]3[CH:7]=[CH:6][CH:5]=[CH:4][CH:3]=3)[CH2:9][CH2:10][N:11]([C:14]3[C:63]4[C:61]([CH3:62])=[CH:60][NH:59][C:64]=4[N:72]=[CH:49][N:46]=3)[CH2:12][CH2:13]2)=[O:35])[CH:24]=1. Procedure details: Preparation of tert-butyl 4-benzyl-4-(3-(dimethylcarbamoyloxy)phenylcarbamoyl)piperidine-1-carboxylate. Under an atmosphere of N2, 4-benzyl-1-(tert-butoxycarbonyl)piperidine-4-carboxylic acid (0.2 g, 0.626 mmol), pyridine (0.202 mL, 2.5 mmol), and DMF (3 drops) were dissolved in CH2Cl2 (10 mL) and cooled in an ice bath. To the cooled solution, oxalyl chloride (0.06 mL, 0.688 mmol) was added dropwise. The reaction was then removed from the ice bath and stirred at room temperature for 30 min. The ... Starting materials: ClC1=CC=C2C(=C(C=NC2=C1)[N+](=O)[O-])NC1=CC=C(C=C1)F ((7-Chloro-3-nitro-quinolin-4-yl)-(4-fluoro-phenyl)-amine). Reagents/catalysts: [Ni] (Ni). Run in C1CCOC1.CO (THF MeOH). Yields the product ClC1=CC=C2C(=C(C=NC2=C1)N)NC1=CC=C(C=C1)F (7-Chloro-N4-(4-fluoro-phenyl)-quinoline-3,4-diamine). Reaction SMILES: [Cl:1][C:2]1[CH:11]=[C:10]2[C:5]([C:6]([NH:15][C:16]3[CH:21]=[CH:20][C:19]([F:22])=[CH:18][CH:17]=3)=[C:7]([N+:12]([O-])=O)[CH:8]=[N:9]2)=[CH:4][CH:3]=1>C1COCC1.CO.[Ni]>[Cl:1][C:2]1[CH:11]=[C:10]2[C:5]([C:6]([NH:15][C:16]3[CH:21]=[CH:20][C:19]([F:22])=[CH:18][CH:17]=3)=[C:7]([NH2:12])[CH:8]=[N:9]2)=[CH:4][CH:3]=1 |f:1.2|. Reported procedure: 1.3 g (4.09 mmol) (7-chloro-3-nitro-quinolinyl)-(4-fluoro-phenyl)-amine (Example 15c) in 60 ml THF/MeOH 2:1 and 0.6 g Raney-Ni are hydrogenated at rt for 2 h. The reaction solution is filtered on Hyflo® Super Cel diatomaceous earth and is evaporated to dryness. The raw product is dissolved in 30 ml ethyl acetate, and ca. 400 ml hexane are added. The title compound precipitates and is collected by filtration. Drying follows at 65° C. over night. mp: 198-200° C.; MS: 288 (M++1); HPLC: tret=8.38 mi... Yields the product O=[N+]([O-])c1ccc(N(Cc2ccc(Cl)cc2)c2cncnc2)cc1. RXN SMILES: [Cl:17][c:18]1[cH:19][cH:20][c:21]([CH2:22][Cl:23])[cH:24][cH:25]1.[N+:1](=[O:2])([O-:3])[c:4]1[cH:5][cH:6][c:7]([NH:10][c:11]2[cH:12][n:13][cH:14][n:15][cH:16]2)[cH:8][cH:9]1>>[N+:1](=[O:2])([O-:3])[c:4]1[cH:5][cH:6][c:7]([N:10]([c:11]2[cH:12][n:13][cH:14][n:15][cH:16]2)[CH2:22][c:21]2[cH:20][cH:19][c:18]([Cl:17])[cH:25][cH:24]2)[cH:8][cH:9]1. Starting materials: ClCc1ccc(Cl)cc1, O=[N+]([O-])c1ccc(Nc2cncnc2)cc1. The reactants are Cl (Hydrogen chloride), CC(CC=1N=C(N(C1)C(C1=CC=CC=C1)(C1=CC=CC=C1)C1=CC=CC=C1)CC(O)C1=CC=C(C=C1)C1=NC=C(C=C1)F)(CC)C (2-[4-(2,2-dimethylbutyl)-1-trityl-1H-imidazol-2-yl]-1-[4-(5-fluoropyridin-2-yl)phenyl]ethanol). Run in CO (methanol). Run at time 3 hour. The product is CC(CC=1N=C(NC1)CC(O)C1=CC=C(C=C1)C1=NC=C(C=C1)F)(CC)C (2-[4-(2,2-dimethylbutyl)-1H-imidazol-2-yl]-1-[4-(5-fluoropyridin-2-yl)phenyl]ethanol). RXN SMILES: Cl.[CH3:2][C:3]([CH3:47])([CH2:45][CH3:46])[CH2:4][C:5]1[N:6]=[C:7]([CH2:29][CH:30]([C:32]2[CH:37]=[CH:36][C:35]([C:38]3[CH:43]=[CH:42][C:41]([F:44])=[CH:40][N:39]=3)=[CH:34][CH:33]=2)[OH:31])[N:8](C(C2C=CC=CC=2)(C2C=CC=CC=2)C2C=CC=CC=2)[CH:9]=1>CO>[CH3:2][C:3]([CH3:47])([CH2:45][CH3:46])[CH2:4][C:5]1[N:6]=[C:7]([CH2:29][CH:30]([C:32]2[CH:37]=[CH:36][C:35]([C:38]3[CH:43]=[CH:42][C:41]([F:44])=[CH:40][N:39]=3)=[CH:34][CH:33]=2)[OH:31])[NH:8][CH:9]=1. Procedure details: Hydrogen chloride (4 M in dioxane) (1.5 mL, 0.67 mmol) was added to a solution of 2-[4-(2,2-dimethylbutyl)-1-trityl-1H-imidazol-2-yl]-1-[4-(5-fluoropyridin-2-yl)phenyl]ethanol (200 mg, 0.33 mmol) in methanol (6 mL). After stirring at ambient temperature for 3 h, volatiles were removed. The residue was partitioned between 1 N hydrochloric acid and diethyl ether. The aqueous phase was washed with diethyl ether, basified with saturated aqueous sodium carbonate and extracted with diethyl ether and e... The reactants are COC(C(C1=CC=C(C=C1)OCCOC=1C2=CC=CC=C2C=2C=CC=CC2C1)=O)=O (alpha-oxo-4-[[2-(9-phenanthrenyloxy)ethyl]oxy]benzeneacetic acid methyl ester), [OH-].[Na+] (sodium hydroxide). The solvent is O1CCCC1 (tetrahydrofuran), O (water). Product: O=C(C(=O)O)C1=CC=C(C=C1)OCCOC=1C2=CC=CC=C2C=2C=CC=CC2C1 (alpha-oxo-4-[[2-(9-phenanthrenyloxy) ethyl]oxy]benzeneacetic acid). The yield is 68.1%. RXN SMILES: C[O:2][C:3](=[O:30])[C:4](=[O:29])[C:5]1[CH:10]=[CH:9][C:8]([O:11][CH2:12][CH2:13][O:14][C:15]2[C:16]3[C:21]([C:22]4[CH:23]=[CH:24][CH:25]=[CH:26][C:27]=4[CH:28]=2)=[CH:20][CH:19]=[CH:18][CH:17]=3)=[CH:7][CH:6]=1.[OH-].[Na+]>O1CCCC1.O>[O:29]=[C:4]([C:5]1[CH:10]=[CH:9][C:8]([O:11][CH2:12][CH2:13][O:14][C:15]2[C:16]3[C:21]([C:22]4[CH:23]=[CH:24][CH:25]=[CH:26][C:27]=4[CH:28]=2)=[CH:20][CH:19]=[CH:18][CH:17]=3)=[CH:7][CH:6]=1)[C:3]([OH:30])=[O:2] |f:1.2|. Procedure details: A mixture of alpha-oxo-4-[[2-(9-phenanthrenyloxy)ethyl]oxy]benzeneacetic acid methyl ester (0.685 g) in hot tetrahydrofuran (100 mL) was treated with 1N sodium hydroxide (4 mL) and diluted with water. The organic solvent was removed under vacuum and the aqueous solution was acidified with excess hydrochloric acid and extracted with dichloromethane. The organic layer was dried (Na2SO4), filtered, and evaporated to give crude product. Crystallization from acetone-hexane provided 0.45 g of alpha-ox... The reactants are C1CCOC1, CN1CCOCC1, CC1(C)Cc2c(c(C(=O)O)cc3nc(Nc4c(Cl)cncc4Cl)[nH]c23)O1, F[B-](F)(F)F, NCc1ccccc1C(F)(F)F, CN(C)C=O, CN(C)C(On1nnc2ccccc21)=[N+](C)C. Yields the product CC1(C)Cc2c(c(C(=O)NCc3ccccc3C(F)(F)F)cc3nc(Nc4c(Cl)cncc4Cl)[nH]c23)O1. As a reaction SMILES: [CH2:68]1[O:69][CH2:70][CH2:71][CH2:72]1.[CH3:49][N:50]1[CH2:51][CH2:52][O:53][CH2:54][CH2:55]1.[Cl:1][c:2]1[cH:3][n:4][cH:5][c:6]([Cl:26])[c:7]1[NH:8][c:9]1[nH:10][c:11]2[c:12]([n:13]1)[cH:14][c:15]([C:23](=[O:24])[OH:25])[c:16]1[c:17]2[CH2:18][C:19]([CH3:21])([CH3:22])[O:20]1.[F:27][B-:28]([F:29])([F:30])[F:31].[F:56][C:57]([c:58]1[c:59]([CH2:64][NH2:65])[cH:60][cH:61][cH:62][cH:63]1)([F:66])[F:67].[O:73]=[CH:74][N:75]([CH3:76])[CH3:77].[n:32]1([O:33][C:34]([N:35]([CH3:36])[CH3:37])=[N+:38]([CH3:39])[CH3:40])[c:41]2[cH:42][cH:43][cH:44][cH:45][c:46]2[n:47][n:48]1>>[Cl:1][c:2]1[cH:3][n:4][cH:5][c:6]([Cl:26])[c:7]1[NH:8][c:9]1[nH:10][c:11]2[c:12]([n:13]1)[cH:14][c:15]([C:23](=[O:25])[NH:65][CH2:64][c:59]1[c:58]([C:57]([F:56])([F:66])[F:67])[cH:63][cH:62][cH:61][cH:60]1)[c:16]1[c:17]2[CH2:18][C:19]([CH3:21])([CH3:22])[O:20]1. Starting materials: [C-]#N.[K+] (potassium cyanide), C=O (formaldehyde), C(=O)(OC(C)(C)C)OC(=O)OC(C)(C)C (di-tert-butyl dicarbonate). Run at time 1 hour. Reaction SMILES: [C-:1]#[N:2].[K+].C=O.[C:6]([O:13][C:14](OC(C)(C)C)=O)([O:8][C:9]([CH3:12])([CH3:11])[CH3:10])=[O:7]>CO>[C:6](=[O:7])([O:13][CH2:14][C:1]#[N:2])[O:8][C:9]([CH3:10])([CH3:11])[CH3:12] |f:0.1|. Solvent: CO (methanol). Product: C(OC(C)(C)C)(OCC#N)=O (tert-butyl cyanomethyl carbonate). Reported procedure: To a solution of potassium cyanide (600 g, 9.22 mol) in methanol (10 L) was added formaldehyde (38% solution in water, 1457 g, 18 mol) dropwise at 0° C. After 1 hour, di-tert-butyl dicarbonate (3018 g, 13.83 mol) was added batchwise at 0° C. The reaction mixture was allowed to warm to ambient temperature. After 4 hours, the reaction mixture was quenched with water (2 L) and extracted with ethyl acetate (4×2 L). The organics were combined, dried over sodium sulfate, filtered, and concentrated und... Reactants: O=C1CCC(=O)N1Br, O=C(OOC(=O)c1ccccc1)c1ccccc1, COC(=O)c1ccc(C)cc1-c1ccccc1, ClC(Cl)(Cl)Cl, CC(C)(C#N)N=NC(C)(C)C#N. Yields the product COC(=O)c1ccc(CBr)cc1-c1ccccc1. As a reaction SMILES: [Br:18][N:19]1[C:20](=[O:21])[CH2:22][CH2:23][C:24]1=[O:25].[C:38]([O:39][O:40][C:41](=[O:42])[c:43]1[cH:44][cH:45][cH:46][cH:47][cH:48]1)(=[O:49])[c:50]1[cH:51][cH:52][cH:53][cH:54][cH:55]1.[CH3:1][c:2]1[cH:3][c:4](-[c:12]2[cH:13][cH:14][cH:15][cH:16][cH:17]2)[c:5]([C:6](=[O:7])[O:8][CH3:9])[cH:10][cH:11]1.[Cl:56][C:57]([Cl:58])([Cl:59])[Cl:60].[N:26]([C:27]([CH3:28])([CH3:29])[C:30]#[N:31])=[N:32][C:33]([CH3:34])([CH3:35])[C:36]#[N:37]>>[CH2:1]([c:2]1[cH:3][c:4](-[c:12]2[cH:13][cH:14][cH:15][cH:16][cH:17]2)[c:5]([C:6](=[O:7])[O:8][CH3:9])[cH:10][cH:11]1)[Br:18].